From a dataset of the Open Reaction Database (ORD), a public repository of structured organic reaction records. describe an organic reaction: reactants, conditions, products, and yield Starting materials: C(C1=CC=CC=C1)OC(=O)N1CCC(CC1)C=1N(C(=C(N1)C1=CC(=CC=C1)C(F)(F)F)C1=NC(=NC=C1)N[C@@H](C)C1=CC=CC=C1)C ((S)-4-[5-[2-(1-phenylethylamino)-pyrimidin-4-yl]-1-methyl-4-(3-trifluoromethylphenyl)-1H-imidazol-2-yl]-piperidine-1-carboxylic acid benzyl ester), Br (hydrogen bromide). Conditions: temperature 0 celsius, time 1.5 hour. Product: C1(=CC=CC=C1)[C@H](C)NC1=NC=CC(=N1)C1=C(N=C(N1C)C1CCNCC1)C1=CC(=CC=C1)C(F)(F)F ((S)-4-[5-[2-(1-phenylethylamino)-pyrimidin-4-yl]-1-methyl-4-(3-trifluoromethylphenyl)-1H-imidazol-2-yl]-piperidine). Yield: 95.2%. Reaction SMILES: C(OC([N:11]1[CH2:16][CH2:15][CH:14]([C:17]2[N:18]([CH3:47])[C:19]([C:32]3[CH:37]=[CH:36][N:35]=[C:34]([NH:38][C@H:39]([C:41]4[CH:46]=[CH:45][CH:44]=[CH:43][CH:42]=4)[CH3:40])[N:33]=3)=[C:20]([C:22]3[CH:27]=[CH:26][CH:25]=[C:24]([C:28]([F:31])([F:30])[F:29])[CH:23]=3)[N:21]=2)[CH2:13][CH2:12]1)=O)C1C=CC=CC=1.Br>ClCCl.C(O)(=O)C.C(OCC)C>[C:41]1([C@@H:39]([NH:38][C:34]2[N:33]=[C:32]([C:19]3[N:18]([CH3:47])[C:17]([CH:14]4[CH2:13][CH2:12][NH:11][CH2:16][CH2:15]4)=[N:21][C:20]=3[C:22]3[CH:27]=[CH:26][CH:25]=[C:24]([C:28]([F:30])([F:29])[F:31])[CH:23]=3)[CH:37]=[CH:36][N:35]=2)[CH3:40])[CH:46]=[CH:45][CH:44]=[CH:43][CH:42]=1. Reported procedure: To a solution of (S)-4-[5-[2-(1-phenylethylamino)-pyrimidin-4-yl]-1-methyl-4-(3-trifluoromethylphenyl)-1H-imidazol-2-yl]-piperidine-1-carboxylic acid benzyl ester(12.5 gm, 0.0195 mole) in dichloromethane (170 mL) at 0° C., under argon, was slowly added 30% hydrogen bromide in acetic acid (170 mL). The solution was allowed to stir for 1.5 h at 0° C. and then diluted with diethyl ether (2.0 L). The resulting solid was filtered under argon, washed with diethyl ether (500 ml) and sucked dry under ar... Solvent: C(C)(=O)O (acetic acid), C(C)OCC (diethyl ether), ClCCl (dichloromethane). The reactants are CO (methanol), BrC(C)(C(C(C)C)=O)C (2-bromo-2,4-dimethylpentan-3-one), [Na] (sodium), CS (methyl mercaptan). The solvent is O (water). The product is CSC(C)(C(C(C)C)=O)C (2-Methylthio-2,4-dimethylpentan-3-one). As a reaction SMILES: CO.[Na].[CH3:4][SH:5].Br[C:7]([CH3:14])([C:9](=[O:13])[CH:10]([CH3:12])[CH3:11])[CH3:8]>O>[CH3:4][S:5][C:7]([CH3:14])([C:9](=[O:13])[CH:10]([CH3:12])[CH3:11])[CH3:8] |^1:2|. Reported procedure: A solution of 200 ml. of methanol containing 9.2 g. (0.40 mole) sodium metal was cooled in an ice-bath and saturated with gaseous methyl mercaptan. To this was added 77.2 g. (0.40 mole) of 2-bromo-2,4-dimethylpentan-3-one at room temperature and the resulting mixture stirred for two hours. The reaction mixture was diluted with water, extracted with ethyl ether, the extracts washed with water, brine and dried over anhydrous sodium sulfate. The ether was evaporated and the residue distilled in vac... The reactants are [BH4-], Cc1ccccc1, CCO, COCCN, [Na+], O=C1CCCCC1. The product is COCCNC1CCCCC1. As a reaction SMILES: [BH4-:13].[CH3:15][c:16]1[cH:17][cH:18][cH:19][cH:20][cH:21]1.[CH3:22][CH2:23][OH:24].[CH3:8][O:9][CH2:10][CH2:11][NH2:12].[Na+:14].[O:1]=[C:2]1[CH2:3][CH2:4][CH2:5][CH2:6][CH2:7]1>>[CH:2]1([NH:12][CH2:11][CH2:10][O:9][CH3:8])[CH2:3][CH2:4][CH2:5][CH2:6][CH2:7]1.